Dataset: the Open Reaction Database (ORD), a public repository of structured organic reaction records. Task: describe an organic reaction: reactants, conditions, products, and yield Solvent: CCO (EtOH). Conditions: time 20 hour. The reactants are N(=[N+]=[N-])C(CCC1=CC(=CC=C1)OC)C1=CC=CC=C1 (1-azido-3-(3-methoxyphenyl)-1-phenylpropane). As a reaction SMILES: [N:1]([CH:4]([C:15]1[CH:20]=[CH:19][CH:18]=[CH:17][CH:16]=1)[CH2:5][CH2:6][C:7]1[CH:12]=[CH:11][CH:10]=[C:9]([O:13][CH3:14])[CH:8]=1)=[N+]=[N-]>CCO.[Pd]>[CH3:14][O:13][C:9]1[CH:8]=[C:7]([CH2:6][CH2:5][CH:4]([NH2:1])[C:15]2[CH:20]=[CH:19][CH:18]=[CH:17][CH:16]=2)[CH:12]=[CH:11][CH:10]=1. Reagents/catalysts: [Pd] (Pd/C). Product: COC=1C=C(C=CC1)CCC(C1=CC=CC=C1)N (3-(3-methoxyphenyl)-1-phenylpropylamine). Reported procedure: A solution of the product from Step B (1.08 g, 3.7 mmol) in 30 mL of EtOH containing Pd/C (10%, 100 mg) was stirred at ambient temperature under 1 Atm. of H2 for 20 hours. The reaction mixture was filtered to provide the title product as a clear colorless oil which was sufficiently pure for use in the next step. Run in C([O-])([O-])=O.[K+].[K+] (potassium carbonate), C(C)(=O)OCC (ethyl acetate). Reported procedure: Methyl 6-chloro-5-nitronicotinate (2.17 g, 10.0 mmol) was dissolved in ethyl acetate (55 mL) and imidazole (4.09 g, 60 mmol) was added. The reaction mixture was stirred at room temperature for 2 h and treated with SnCl2-2H2O (13.5 g, 60.0 mmol). It was heated to 70° C. for 2 h, diluted with potassium carbonate (sat. aq.) and extracted with ethyl acetate (5×20 mL). The combined organic extracts were dried (MgSO4), filtered and concentrated in vacuo to afford the title compound as a crude yellow s... Yields the product NC=1C(=NC=C(C(=O)OC)C1)N1C=NC=C1 (Methyl 5-amino-6-(1H-imidazol-1-yl)nicotinate). RXN SMILES: Cl[C:2]1[C:11]([N+:12]([O-])=O)=[CH:10][C:5]([C:6]([O:8][CH3:9])=[O:7])=[CH:4][N:3]=1.[NH:15]1[CH:19]=[CH:18][N:17]=[CH:16]1>C(OCC)(=O)C.C(=O)([O-])[O-].[K+].[K+]>[NH2:12][C:11]1[C:2]([N:15]2[CH:19]=[CH:18][N:17]=[CH:16]2)=[N:3][CH:4]=[C:5]([CH:10]=1)[C:6]([O:8][CH3:9])=[O:7] |f:3.4.5|. Reactants: N1C=NC=C1 (imidazole), ClC1=NC=C(C(=O)OC)C=C1[N+](=O)[O-] (Methyl 6-chloro-5-nitronicotinate), SnCl2-2H2O. Conditions: time 2 hour. The reactants are ClC1=C(N)C(=CC(=C1)[N+](=O)[O-])Cl (2,6-dichloro-4-nitroaniline), C(C)(=O)OCC (ethyl acetate), C(C)(=O)[O-].[Na+] (sodium acetate), COC1OC(C2CCCCC12)OC (1,3-dimethoxyoctahydroisobenzofuran). The solvent is O (water), C(C)(=O)O (acetic acid), C(C)(=O)O (acetic acid). Yields the product ClC1=C(C(=CC(=C1)[N+](=O)[O-])Cl)N1C=C2CCCCC2=C1 (2-(2,6-dichloro-4-nitrophenyl)-4,5,6,7-tetrahydroisoindole). Reaction SMILES: C([O-])(=O)C.[Na+].[Cl:6][C:7]1[CH:13]=[C:12]([N+:14]([O-:16])=[O:15])[CH:11]=[C:10]([Cl:17])[C:8]=1[NH2:9].CO[CH:20]1[CH:28]2[CH:23]([CH2:24][CH2:25][CH2:26][CH2:27]2)[CH:22](OC)O1.C(OCC)(=O)C>C(O)(=O)C.O>[Cl:6][C:7]1[CH:13]=[C:12]([N+:14]([O-:16])=[O:15])[CH:11]=[C:10]([Cl:17])[C:8]=1[N:9]1[CH:20]=[C:28]2[C:23]([CH2:24][CH2:25][CH2:26][CH2:27]2)=[CH:22]1 |f:0.1|. Procedure: To a mixture of sodium acetate (14.0 g) in 225 ml of acetic acid heated to refluxing is first added 2,6-dichloro-4-nitroaniline (6.40 g, 30.8 mmol), followed by 1,3-dimethoxyoctahydroisobenzofuran (5.73 g, 30.8 mmol). The reaction mixture is heated under reflux for 16 hours, after which the acetic acid is stripped off by rotoevaporation and the residue is poured into ethyl acetate and water. The aqueous layer is extracted with ethyl acetate, and the combined organic layers are washed with water ... Reactants: C(C1=CC=CC=C1)(=O)CCC(=O)N1[C@H](C(=O)O)CCC1 (1-(3-Benzoylpropionyl)-L-proline), BrBr (bromine). The reagents and catalysts are Br (hydrogen bromide). The solvent is C(C)(=O)O (acetic acid), C(C)(=O)O (acetic acid), C(C)(=O)O (acetic acid). Reaction conditions: time 18 hour. The product is BrC(CC(=O)N1[C@H](C(=O)O)CCC1)C(C1=CC=CC=C1)=O (1-(3-bromo-3-benzoylpropionyl)-L-proline). RXN SMILES: [C:1]([CH2:9][CH2:10][C:11]([N:13]1[CH2:20][CH2:19][CH2:18][C@H:14]1[C:15]([OH:17])=[O:16])=[O:12])(=[O:8])[C:2]1[CH:7]=[CH:6][CH:5]=[CH:4][CH:3]=1.[Br:21]Br>Br.C(O)(=O)C>[Br:21][CH:9]([C:1](=[O:8])[C:2]1[CH:3]=[CH:4][CH:5]=[CH:6][CH:7]=1)[CH2:10][C:11]([N:13]1[CH2:20][CH2:19][CH2:18][C@H:14]1[C:15]([OH:17])=[O:16])=[O:12]. Procedure details: To a solution of 8.25 g. of 1-(3-benzoylpropionyl)-L-proline (Example 16) in 80 ml. of acetic acid is added 5 drops of 30% hydrogen bromide in acetic acid followed by 4.80 g. of bromine in 20 ml. of acetic acid. The mixture is stirred at room temperature for 18 hours, evaporated to 1/3 its volume, poured into ice and water and extracted with dichloromethane. The organic extract is washed with water and saline, dried over magnesium sulfate and evaporated to dryness giving the desired product as 1...